This data is from the Open Reaction Database (ORD), a public repository of structured organic reaction records. The task is: describe an organic reaction: reactants, conditions, products, and yield As a reaction SMILES: [Cl:1]N1C(=O)CCC1=O.CSC.O[CH2:13][CH:14]=[C:15]([CH2:17][CH2:18][CH:19]=[C:20]([CH2:22][CH2:23][CH:24]=[C:25]([CH3:27])[CH3:26])[CH3:21])[CH3:16].[Na+].[Cl-]>C(Cl)Cl.ClCl>[CH2:13]([Cl:1])[CH:14]=[C:15]([CH2:17][CH2:18][CH:19]=[C:20]([CH2:22][CH2:23][CH:24]=[C:25]([CH3:27])[CH3:26])[CH3:21])[CH3:16] |f:3.4|. Reactants: OCC=C(C)CCC=C(C)CCC=C(C)C (farnesol), 0.C, ClN1C(CCC1=O)=O (N-Chlorosuccinimide), CSC (dimethyl sulphide), [Na+].[Cl-] (NaCl). Solvent: ClCl (Cl2), C(Cl)Cl (CH2Cl2). Procedure: N-Chlorosuccinimide (0.66 g, 4.95 mmol) was dissolved in 20 ml of dry CH2Cl2 under a nitrogen atmosphere. The solution was cooled to -30° C. and 0.37 ml dimethyl sulphide (5 mmol) was added. The mixture was allowed to warm to 0° C. before it was cooled to -40° C. Then farnesol (1 g, 4.5 mmol) dissolved in 2.5 ml CH2 Cl2 was added dropwise to the mixture over a period of 3 minutes. The reaction mixture was warmed to 0.C in 1 h, at which temperature it was maintained for another hour. After 15 min... The yield is 89.0%. Product: C(C=C(C)CCC=C(C)CCC=C(C)C)Cl (Farnesyl chloride). Reaction conditions: temperature -30 celsius, time 15 minute. The reactants are Five, C[C@H](CCC(=O)[O-])[C@H]1CC[C@@H]2[C@@]1([C@H](C[C@H]3[C@]2(CC[C@H]4[C@@]3(CC[C@H](C4)O)C)C)O)C.[Na+] (sodium deoxycholate), [Na+].[Cl-] (NaCl). Solvent: C(C(CO)(CO)N)O.Cl (Tris-HCl). Reaction conditions: time 3 hour. Product: C[C@H](CCC(=O)O)[C@H]1CC[C@@H]2[C@@]1([C@H](C[C@H]3[C@H]2CC[C@H]4[C@@]3(CC[C@H](C4)O)C)O)C (Deoxycholate). As a reaction SMILES: [CH3:1][C@@H:2]([C@@H:8]1[C@@:12]2([CH3:29])[C@@H:13]([OH:28])[CH2:14][C@@H:15]3[C@@:20]4([CH3:26])[CH2:21][CH2:22][C@@H:23]([OH:25])[CH2:24][C@H:19]4[CH2:18][CH2:17][C@@:16]3(C)[C@@H:11]2[CH2:10][CH2:9]1)[CH2:3][CH2:4][C:5]([O-:7])=[O:6].[Na+].[Na+].[Cl-]>C(O)C(N)(CO)CO.Cl>[CH3:1][C@@H:2]([C@@H:8]1[C@@:12]2([CH3:29])[C@@H:13]([OH:28])[CH2:14][C@@H:15]3[C@@:20]4([CH3:26])[CH2:21][CH2:22][C@@H:23]([OH:25])[CH2:24][C@H:19]4[CH2:18][CH2:17][C@H:16]3[C@@H:11]2[CH2:10][CH2:9]1)[CH2:3][CH2:4][C:5]([OH:7])=[O:6] |f:0.1,2.3,4.5|. Procedure: A pellet containing recombinant prothrombin immobilized on Ca3 (PO4)2 was obtained from a prothrombin-containing cell culture, as described above. Five 0.6 gram samples of moist adsorbate were suspended in 3 ml of 20 mM Tris-HCl buffer (pH 8.3) containing 50 mM, 100 mM, 250 mM, 350 mM or 500 mM sodium deoxycholate. Sixty microliter aliquots of 0.76 mg/ml trypsin were added to each sample, and the mixtures were incubated for three hours at room temperature with shaking. After incubation, the buff... Reactants: CCO, CCC1CC(=O)N1c1ccc(C(F)(F)F)cc1, CCOC(C)=O, Cl, O. Yields the product CCOC(=O)CC(CC)Nc1ccc(C(F)(F)F)cc1. RXN SMILES: [CH2:18]([CH3:19])[OH:20].[CH2:1]([CH3:2])[CH:3]1[CH2:4][C:5](=[O:17])[N:6]1[c:7]1[cH:8][cH:9][c:10]([C:13]([F:14])([F:15])[F:16])[cH:11][cH:12]1.[CH3:23][CH2:24][O:25][C:26](=[O:27])[CH3:28].[ClH:21].[OH2:22]>>[CH2:1]([CH3:2])[CH:3]([CH2:4][C:5]([O:17][CH2:18][CH3:19])=[O:22])[NH:6][c:7]1[cH:8][cH:9][c:10]([C:13]([F:14])([F:15])[F:16])[cH:11][cH:12]1. Reactants: [BH4-], CC1CCC(COc2ccc(F)cn2)CN1C(=O)c1cc(C=O)ccc1Br, C1CCOC1, [Li+]. Product: CC1CCC(COc2ccc(F)cn2)CN1C(=O)c1cc(CO)ccc1Br. RXN SMILES: [BH4-:28].[Br:1][c:2]1[c:3]([C:10](=[O:11])[N:12]2[CH:13]([CH3:27])[CH2:14][CH2:15][CH:16]([CH2:18][O:19][c:20]3[n:21][cH:22][c:23]([F:26])[cH:24][cH:25]3)[CH2:17]2)[cH:4][c:5]([CH:6]=[O:7])[cH:8][cH:9]1.[CH2:30]1[O:31][CH2:32][CH2:33][CH2:34]1.[Li+:29]>>[Br:1][c:2]1[c:3]([C:10](=[O:11])[N:12]2[CH:13]([CH3:27])[CH2:14][CH2:15][CH:16]([CH2:18][O:19][c:20]3[n:21][cH:22][c:23]([F:26])[cH:24][cH:25]3)[CH2:17]2)[cH:4][c:5]([CH2:6][OH:7])[cH:8][cH:9]1.